From a dataset of the Open Reaction Database (ORD), a public repository of structured organic reaction records. describe an organic reaction: reactants, conditions, products, and yield The reactants are solution, COC(=O)C1=NC2=CC=C3C(=C2C(=C1C)C1=CC2=C(OCO2)C=C1)OCO3 (9-(1,3-benzodioxole-5-yl)-8-methyl-1,3-dioxolo[4,5-f]quinoline-7-carboxylic acid methyl ester), Cl (HCl). Solvent: CO (methanol). Yields the product O1COC2=C1C=CC(=C2)C2=C(C(=NC1=CC=C3C(=C21)OCO3)C(=O)O)C (9-(1,3-Benzodioxole-5-yl)-8-methyl-1,3-dioxolo[4,5-f]quinoline-7-carboxylic acid). Reaction SMILES: C[O:2][C:3]([C:5]1[C:14]([CH3:15])=[C:13]([C:16]2[CH:24]=[CH:23][C:19]3[O:20][CH2:21][O:22][C:18]=3[CH:17]=2)[C:12]2[C:7](=[CH:8][CH:9]=[C:10]3[O:27][CH2:26][O:25][C:11]3=2)[N:6]=1)=[O:4].Cl>CO>[O:20]1[C:19]2[CH:23]=[CH:24][C:16]([C:13]3[C:12]4[C:7](=[CH:8][CH:9]=[C:10]5[O:27][CH2:26][O:25][C:11]5=4)[N:6]=[C:5]([C:3]([OH:4])=[O:2])[C:14]=3[CH3:15])=[CH:17][C:18]=2[O:22][CH2:21]1. Reported procedure: 2.5% aqueous NaoH solution (20 ml) was added to a solution of 9-(1,3-benzodioxole-5-yl)-8-methyl-1,3-dioxolo[4,5-f]quinoline-7-carboxylic acid methyl ester in methanol (20 ml). The mixture was refluxed for one hour. 1N HCl was added to the reaction mixture to make it slightly acidic (pH 5), followed by extraction with ethyl acetate. The extract was washed with water, dried over magnesium sulfate and concentrated under reduced pressure to yield the title compound as yellow crystals (252 mg). Some...